Task: describe an organic reaction: reactants, conditions, products, and yield. Dataset: the Open Reaction Database (ORD), a public repository of structured organic reaction records Starting materials: C(C)(C)N[C@H](CN1CC(C1)O)CCC ((S)-1-(2-(isopropylamino)pentyl)azetidin-3-ol), ClC1=CC=C(C(=O)O)C=C1 (4-chlorobenzoic acid), CN(C)C(=[N+](C)C)ON1C2=C(C=CC=C2)N=N1.[B-](F)(F)(F)F (TBTU), C(C)N(C(C)C)C(C)C (N-ethyl-N-isopropylpropan-2-amine). Solvent: C(Cl)Cl (DCM), C(Cl)Cl (DCM). Run at time 30 minute. Product: ClC1=CC=C(C(=O)N(C(C)C)[C@H](CN2CC(C2)O)CCC)C=C1 (4-Chloro-N-[(2S)-1-(3-hydroxyazetidin-1-yl)pentan-2-yl]-N-(propan-2-yl)benzamide). Yield: 13.7%. As a reaction SMILES: [Cl:1][C:2]1[CH:10]=[CH:9][C:5]([C:6]([OH:8])=O)=[CH:4][CH:3]=1.CN(C(ON1N=NC2C=CC=CC1=2)=[N+](C)C)C.[B-](F)(F)(F)F.C(N(C(C)C)C(C)C)C.[CH:42]([NH:45][C@@H:46]([CH2:53][CH2:54][CH3:55])[CH2:47][N:48]1[CH2:51][CH:50]([OH:52])[CH2:49]1)([CH3:44])[CH3:43]>C(Cl)Cl>[Cl:1][C:2]1[CH:3]=[CH:4][C:5]([C:6]([N:45]([C@@H:46]([CH2:53][CH2:54][CH3:55])[CH2:47][N:48]2[CH2:51][CH:50]([OH:52])[CH2:49]2)[CH:42]([CH3:44])[CH3:43])=[O:8])=[CH:9][CH:10]=1 |f:1.2|. Procedure details: To a mixture of 4-chlorobenzoic acid (0.067 g, 0.43 mmol) and TBTU (0.137 g, 0.43 mmol) in DCM (2 mL) was added N-ethyl-N-isopropylpropan-2-amine (0.222 mL, 1.28 mmol). The suspension was stirred at rt for 30 min. A solution of (S)-1-(2-(isopropylamino)pentyl)azetidin-3-ol (Compound O2.1) (0.142 g, 0.43 mmol) in DCM (1 mL) was added and the reaction mixture was stirred at rt overnight. The reaction was washed with saturated NaHCO3 solution (2 ml). The organic phase was concentrated using a vacuu... Reactants: C(OC(C)OC(C(C)C)=O)(SC)=O (O-(1-Isobutanoyloxyethyl) S-methyl thiocarbonate), ClC(=O)OCCl (chloromethyl chloroformate), C(CCC)(=O)O (n-butyric acid). Product: C(OCOC(CCC)=O)(SC)=O (O-(butanoyloxymethyl) S-methyl thiocarbonate). RXN SMILES: [C:1](=[O:13])([S:11][CH3:12])[O:2][CH:3]([O:5][C:6](=[O:10])[CH:7]([CH3:9])C)C.Cl[C:15](OCCl)=O.C(O)(=O)CCC>>[C:1](=[O:13])([S:11][CH3:12])[O:2][CH2:3][O:5][C:6](=[O:10])[CH2:7][CH2:9][CH3:15]. Procedure: Following the procedures for synthesizing O-(1-isobutanoyloxyethyl) S-methyl thiocarbonate (2) and replacing 1-chloroethyl chloroformate with chloromethyl chloroformate in Step A and replacing isobutyric acid with n-butyric acid in Step B affords O-(butanoyloxymethyl) S-methyl thiocarbonate (8) as an oil. The reactants are [Al+3], [H-], [H-], [H-], [H-], [H-], [Li+], [NH4+], O=C1CCCc2ccncc2N1, C1CCOC1, [OH-]. Product: c1cc2c(cn1)NCCCC2. Reaction SMILES: [Al+3:14].[H-:13].[H-:16].[H-:17].[H-:18].[H-:19].[Li+:15].[NH4+:20].[NH:1]1[c:2]2[c:3]([cH:9][cH:10][n:11][cH:12]2)[CH2:4][CH2:5][CH2:6][C:7]1=[O:8].[O:22]1[CH2:23][CH2:24][CH2:25][CH2:26]1.[OH-:21]>>[NH:1]1[c:2]2[c:3]([cH:9][cH:10][n:11][cH:12]2)[CH2:4][CH2:5][CH2:6][CH2:7]1. The reactants are C1(CC1)NC1=CC(=NC=2N1N=CC2)CC=2C=C(C#N)C=CC2 (3-((7-(cyclopropylamino)pyrazolo[1,5-a]pyrimidin-5-yl)methyl)benzonitrile), O=P(Cl)(Cl)Cl (POCl3), CN(C)C=O (DMF). Run at time 1 hour. The product is C1(CC1)NC1=CC(=NC=2N1N=CC2C=O)CC=2C=C(C#N)C=CC2 (3-((7-(cyclopropylamino)-3-formylpyrazolo[1,5-a]pyrimidin-5-yl)methyl)benzonitrile). Isolated yield 37.0%. Reaction SMILES: [CH:1]1([NH:4][C:5]2[N:10]3[N:11]=[CH:12][CH:13]=[C:9]3[N:8]=[C:7]([CH2:14][C:15]3[CH:16]=[C:17]([CH:20]=[CH:21][CH:22]=3)[C:18]#[N:19])[CH:6]=2)[CH2:3][CH2:2]1.O=P(Cl)(Cl)Cl.CN([CH:31]=[O:32])C>>[CH:1]1([NH:4][C:5]2[N:10]3[N:11]=[CH:12][C:13]([CH:31]=[O:32])=[C:9]3[N:8]=[C:7]([CH2:14][C:15]3[CH:16]=[C:17]([CH:20]=[CH:21][CH:22]=3)[C:18]#[N:19])[CH:6]=2)[CH2:3][CH2:2]1. Procedure: To 3-((7-(cyclopropylamino)pyrazolo[1,5-a]pyrimidin-5-yl)methyl)benzonitrile (69 mg, 0.24 mmol) in DMF (0.6 mL), POCl3 (130 μL, 1.4 mmol) was added at room temperature. After the addition was complete, the reaction was stirred for 1 hour at room temperature. Then, the reaction was quenched by addition to ice cold 6N NaOH. The mixture was diluted with water and the solid was collected by filtration. The solid was washed several more times with water then dried under vacuum overnight. The product,...